This data is from the Open Reaction Database (ORD), a public repository of structured organic reaction records. The task is: describe an organic reaction: reactants, conditions, products, and yield Starting materials: CO, Cc1ccc(NCCCO)c([N+](=O)[O-])c1, [H][H]. As a reaction SMILES: [CH3:18][OH:19].[CH3:1][c:2]1[cH:3][c:4]([N+:13]([O-:14])=[O:15])[c:5]([NH:8][CH2:9][CH2:10][CH2:11][OH:12])[cH:6][cH:7]1.[H:16][H:17]>>[CH3:1][c:2]1[cH:3][c:4]([NH2:13])[c:5]([NH:8][CH2:9][CH2:10][CH2:11][OH:12])[cH:6][cH:7]1. The product is Cc1ccc(NCCCO)c(N)c1. The product is COC(=O)C(CC1CCCC1)c1ccc(SC)c(Cl)c1. The reactants are [Li]CCCC, COC(=O)Cc1ccc(SC)c(Cl)c1, CN1CCCN(C)C1=O, CC(C)NC(C)C, ICC1CCCC1, C1CCOC1. As a reaction SMILES: [CH2:8]([Li:9])[CH2:10][CH2:11][CH3:12].[CH3:13][O:14][C:15]([CH2:16][c:17]1[cH:18][c:19]([Cl:25])[c:20]([S:23][CH3:24])[cH:21][cH:22]1)=[O:26].[CH3:39][N:40]1[CH2:41][CH2:42][CH2:43][N:44]([CH3:45])[C:46]1=[O:47].[CH:1]([NH:2][CH:3]([CH3:4])[CH3:5])([CH3:6])[CH3:7].[I:27][CH2:28][CH:29]1[CH2:30][CH2:31][CH2:32][CH2:33]1.[O:34]1[CH2:35][CH2:36][CH2:37][CH2:38]1>>[CH3:13][O:14][C:15]([CH:16]([c:17]1[cH:18][c:19]([Cl:25])[c:20]([S:23][CH3:24])[cH:21][cH:22]1)[CH2:28][CH:29]1[CH2:30][CH2:31][CH2:32][CH2:33]1)=[O:26].